This data is from the Open Reaction Database (ORD), a public repository of structured organic reaction records. The task is: describe an organic reaction: reactants, conditions, products, and yield Reactants: ClC1=NC(=CC(=C1)C)C (2-chloro-4,6-dimethylpyridine), N1CCNCC1 (piperazine), [Cl-].[Na+] (Sodium chloride), ClC1=NC(=CC(=C1)C)C (2-chloro-4,6-dimethylpyridine). Solvent: COCCOCCOC (diglyme), COCCOCCOC (diglyme), O (water). Conditions: time 18 hour. The product is CC1=CC(=NC(=C1)C)N1CCNCC1 (1-(4,6-dimethyl-pyridin-2-yl)-piperazine). Reaction SMILES: Cl[C:2]1[CH:7]=[C:6]([CH3:8])[CH:5]=[C:4]([CH3:9])[N:3]=1.[NH:10]1[CH2:15][CH2:14][NH:13][CH2:12][CH2:11]1.[Cl-].[Na+]>COCCOCCOC.O>[CH3:8][C:6]1[CH:5]=[C:4]([CH3:9])[N:3]=[C:2]([N:10]2[CH2:15][CH2:14][NH:13][CH2:12][CH2:11]2)[CH:7]=1 |f:2.3|. Procedure details: A solution of 2-chloro-4,6-dimethylpyridine (30 g, 0.212 mol) in diglyme (100 mL) was added over 25-30 min. to a refluxing solution of anhydrous piperazine (147 g, 1.70 mol) in diglyme (150 mL). Heating was continued for 18 h (whereby TLC showed absence of 2-chloro-4,6-dimethylpyridine), then the mixture was cooled to room temperature and diluted with water (3 L). Sodium chloride (50 g) was added and the solution was extracted with ethyl acetate (300 mL×3); the combined extracts were washed with... The reactants are CCCC(=O)Cl, Nc1n[nH]c2c(F)c(C(F)(F)F)ccc12, c1ccncc1. Yields the product CCCC(=O)Nc1n[nH]c2c(F)c(C(F)(F)F)ccc12. As a reaction SMILES: [C:1]([CH2:2][CH2:3][CH3:4])(=[O:5])[Cl:6].[F:7][c:8]1[c:9]([C:18]([F:19])([F:20])[F:21])[cH:10][cH:11][c:12]2[c:13]([NH2:17])[n:14][nH:15][c:16]12.[cH:22]1[cH:23][cH:24][n:25][cH:26][cH:27]1>>[C:1]([CH2:2][CH2:3][CH3:4])(=[O:5])[NH:17][c:13]1[c:12]2[cH:11][cH:10][c:9]([C:18]([F:19])([F:20])[F:21])[c:8]([F:7])[c:16]2[nH:15][n:14]1.